From a dataset of the Open Reaction Database (ORD), a public repository of structured organic reaction records. describe an organic reaction: reactants, conditions, products, and yield Starting materials: CCOCC, CN1CCCC1=O, ClCCOCCl, N#CCc1ccc(Cl)cc1, [H-], [Na+]. Product: N#CC1(c2ccc(Cl)cc2)CCOC1. Reaction SMILES: [CH3:19][CH2:20][O:21][CH2:22][CH3:23].[CH3:24][N:25]1[C:26](=[O:27])[CH2:28][CH2:29][CH2:30]1.[Cl:13][CH2:14][O:15][CH2:16][CH2:17][Cl:18].[Cl:3][c:4]1[cH:5][cH:6][c:7]([CH2:10][C:11]#[N:12])[cH:8][cH:9]1.[H-:2].[Na+:1]>>[Cl:3][c:4]1[cH:5][cH:6][c:7]([C:10]2([C:11]#[N:12])[CH2:14][O:15][CH2:16][CH2:17]2)[cH:8][cH:9]1. Starting materials: ice water, ClC1=CC=CC=2C3=C(NC12)CCN(C3)C (6-chloro-2-methyl-2,3,4,5-tetrahydro-1H-pyrido[4,3-b]indole), CC1(OC1)C1=CC=NC=C1 (4-(2-methyloxiran-2-yl)pyridine), [H-].[Na+] (NaH). Solvent: CN(C)C=O (DMF). Reaction conditions: time 5 minute. The product is ClC1=CC=CC=2C3=C(N(C12)CC(C)(O)C1=CC=NC=C1)CCN(C3)C (1-(6-chloro-2-methyl-3,4-dihydro-1H-pyrido[4,3-b]indol-5(2H)-yl)-2-(pyridin-4-yl)propan-2-ol). Reaction SMILES: [Cl:1][C:2]1[C:10]2[NH:9][C:8]3[CH2:11][CH2:12][N:13]([CH3:15])[CH2:14][C:7]=3[C:6]=2[CH:5]=[CH:4][CH:3]=1.[H-].[Na+].[CH3:18][C:19]1([C:22]2[CH:27]=[CH:26][N:25]=[CH:24][CH:23]=2)[CH2:21][O:20]1>CN(C=O)C>[Cl:1][C:2]1[C:10]2[N:9]([CH2:18][C:19]([C:22]3[CH:27]=[CH:26][N:25]=[CH:24][CH:23]=3)([OH:20])[CH3:21])[C:8]3[CH2:11][CH2:12][N:13]([CH3:15])[CH2:14][C:7]=3[C:6]=2[CH:5]=[CH:4][CH:3]=1 |f:1.2|. Reported procedure: A flask was charged with 6-chloro-2-methyl-2,3,4,5-tetrahydro-1H-pyrido[4,3-b]indole (1.0 g, 4.5 mmol) in DMF (10 mL) and stirred for 5 min. To this was added NaH (60% in hexane) (220 mg, 6.8 mmol) and stirred at RT for 10 min., followed by 4-(2-methyloxiran-2-yl)pyridine (1.08 g, 9 mmol) and stirred at RT for 16 h. The progress of reaction was monitored by TLC. The mixture was poured into ice water and filtered. The filtrate was washed with water and concentrated. The residue was recrystallized... Reactants: CCC(O)CN(Cc1ccc(OC)cc1)C(=O)c1ccc(Br)cc1C(=O)c1ccccc1, C[N+]1([O-])CCOCC1, ClCCl. Yields the product CCC(=O)CN(Cc1ccc(OC)cc1)C(=O)c1ccc(Br)cc1C(=O)c1ccccc1. Reaction SMILES: [C:1]([c:2]1[cH:3][cH:4][cH:5][cH:6][cH:7]1)(=[O:8])[c:9]1[c:10]([C:11](=[O:12])[N:13]([CH2:14][c:15]2[cH:16][cH:17][c:18]([O:21][CH3:22])[cH:19][cH:20]2)[CH2:23][CH:24]([CH2:25][CH3:26])[OH:27])[cH:28][cH:29][c:30]([Br:32])[cH:31]1.[CH3:33][N+:34]1([O-:35])[CH2:36][CH2:37][O:38][CH2:39][CH2:40]1.[Cl:41][CH2:42][Cl:43]>>[C:1]([c:2]1[cH:3][cH:4][cH:5][cH:6][cH:7]1)(=[O:8])[c:9]1[c:10]([C:11](=[O:12])[N:13]([CH2:14][c:15]2[cH:16][cH:17][c:18]([O:21][CH3:22])[cH:19][cH:20]2)[CH2:23][C:24]([CH2:25][CH3:26])=[O:27])[cH:28][cH:29][c:30]([Br:32])[cH:31]1. Reactants: CCOC(=O)C(c1c2ccccc2nn1-c1ccc(Cl)cc1)C1CCCCC1, CO, [Na+], [OH-]. The product is O=C(O)C(c1c2ccccc2nn1-c1ccc(Cl)cc1)C1CCCCC1. RXN SMILES: [CH2:1]([CH3:2])[O:3][C:4]([CH:5]([CH:6]1[CH2:7][CH2:8][CH2:9][CH2:10][CH2:11]1)[c:12]1[n:13](-[c:21]2[cH:22][cH:23][c:24]([Cl:27])[cH:25][cH:26]2)[n:14][c:15]2[cH:16][cH:17][cH:18][cH:19][c:20]12)=[O:28].[CH3:31][OH:32].[Na+:30].[OH-:29]>>[O:3]=[C:4]([CH:5]([CH:6]1[CH2:7][CH2:8][CH2:9][CH2:10][CH2:11]1)[c:12]1[n:13](-[c:21]2[cH:22][cH:23][c:24]([Cl:27])[cH:25][cH:26]2)[n:14][c:15]2[cH:16][cH:17][cH:18][cH:19][c:20]12)[OH:28]. The reactants are CC(=O)O, CCOC(C)=O, O=N[O-], NCC1(O)CCCc2ccccc21, [Na+], O. The product is O=C1CCCc2ccccc2C1. RXN SMILES: [CH3:18][C:19](=[O:20])[OH:21].[CH3:23][CH2:24][O:25][C:26](=[O:27])[CH3:28].[N:14]([O-:15])=[O:16].[NH2:1][CH2:2][C:3]1([OH:13])[CH2:4][CH2:5][CH2:6][c:7]2[cH:8][cH:9][cH:10][cH:11][c:12]21.[Na+:17].[OH2:22]>>[CH2:2]1[C:3](=[O:13])[CH2:4][CH2:5][CH2:6][c:7]2[cH:8][cH:9][cH:10][cH:11][c:12]21.